Dataset: the Open Reaction Database (ORD), a public repository of structured organic reaction records. Task: describe an organic reaction: reactants, conditions, products, and yield The reactants are BrC1=CC=C(C=C1)NC(=S)NC1=C(C=CC(=C1)C)O (N-(4-bromophenyl)-N′-(2-hydroxy-5-methylphenyl)thiourea), Cl.CN(CCCN=C=NCC)C (1-(3-dimethylaminopropyl)-3-ethylcarbodiimide hydrochloride), BrC1=CC=C(C=C1)N=C=S (1-bromo-4-isothiocyanatobenzene), NC1=C(C=CC(=C1)C)O (2-amino-4-methyl-phenol). Solvent: C(C)O (ethanol), CCOCC (ether). Run at time 2 hour. Yields the product BrC1=CC=C(C=C1)NC=1OC2=C(N1)C=C(C=C2)C (N-(4-Bromophenyl)-N-(5-methyl-1,3-benzoxazol-2-yl)amine). Yield: 60.0%. RXN SMILES: BrC1C=CC(N=C=S)=CC=1.NC1C=C(C)C=CC=1O.[Br:20][C:21]1[CH:26]=[CH:25][C:24]([NH:27][C:28]([NH:30][C:31]2[CH:36]=[C:35]([CH3:37])[CH:34]=[CH:33][C:32]=2[OH:38])=S)=[CH:23][CH:22]=1.Cl.CN(C)CCCN=C=NCC>C(O)C.CCOCC>[Br:20][C:21]1[CH:26]=[CH:25][C:24]([NH:27][C:28]2[O:38][C:32]3[CH:33]=[CH:34][C:35]([CH3:37])=[CH:36][C:31]=3[N:30]=2)=[CH:23][CH:22]=1 |f:3.4|. Procedure: In a 250-mL round-bottom flask, 1-bromo-4-isothiocyanatobenzene (4.28 g, 20 mmol) and 2-amino-4-methyl-phenol (2.46 g, 20 mmol) were stirred in 120 mL ethanol at rt overnight. The formation of N-(4-bromophenyl)-N′-(2-hydroxy-5-methylphenyl)thiourea was confirmed by LC-MS. To the mixture, 1.5 eq. 1-(3-dimethylaminopropyl)-3-ethylcarbodiimide hydrochloride (EDCI) was added, and the reaction was stirred at rt for another 2 h. The reaction mixture was then heated at reflux for 6 h. The mixture was c...